Dataset: the Open Reaction Database (ORD), a public repository of structured organic reaction records. Task: describe an organic reaction: reactants, conditions, products, and yield Starting materials: CC1CN(c2ccc(N3CC(CN)OC3=O)cc2F)CCC1=CC#N, N#CCC(=O)O. The product is CC1CN(c2ccc(N3CC(CNC(=O)CC#N)OC3=O)cc2F)CCC1=CC#N. RXN SMILES: [C:1](#[N:2])[CH:3]=[C:4]1[CH:5]([CH3:25])[CH2:6][N:7]([c:10]2[c:11]([F:24])[cH:12][c:13]([N:16]3[C:17](=[O:23])[O:18][CH:19]([CH2:21][NH2:22])[CH2:20]3)[cH:14][cH:15]2)[CH2:8][CH2:9]1.[C:26](#[N:27])[CH2:28][C:29](=[O:30])[OH:31]>>[C:1](#[N:2])[CH:3]=[C:4]1[CH:5]([CH3:25])[CH2:6][N:7]([c:10]2[c:11]([F:24])[cH:12][c:13]([N:16]3[C:17](=[O:23])[O:18][CH:19]([CH2:21][NH:22][C:29]([CH2:28][C:26]#[N:27])=[O:30])[CH2:20]3)[cH:14][cH:15]2)[CH2:8][CH2:9]1. Reaction SMILES: [C:1]([c:2]1[cH:3][cH:4][cH:5][cH:6][cH:7]1)([c:8]1[cH:9][cH:10][cH:11][cH:12][cH:13]1)([c:14]1[cH:15][cH:16][cH:17][cH:18][cH:19]1)[NH:20][CH2:21][C:22](=[O:23])[OH:24].[CH2:61]([Cl:62])[CH2:63][Cl:64].[CH3:54][N:55]1[CH2:56][CH2:57][O:58][CH2:59][CH2:60]1.[CH3:65][N:66]([CH3:67])[CH:68]=[O:69].[NH2:25][c:26]1[n:27][cH:28][n:29][c:30]2[cH:31][cH:32][c:33]([NH:36][C:37](=[O:38])[CH:39]3[NH:40][CH2:41][CH2:42][CH2:43]3)[cH:34][c:35]12.[OH:44][n:45]1[c:46]2[c:47]([cH:48][cH:49][cH:50][cH:51]2)[n:52][n:53]1>>[C:1]([c:2]1[cH:3][cH:4][cH:5][cH:6][cH:7]1)([c:8]1[cH:9][cH:10][cH:11][cH:12][cH:13]1)([c:14]1[cH:15][cH:16][cH:17][cH:18][cH:19]1)[NH:20][CH2:21][C:22](=[O:23])[N:40]1[CH:39]([C:37]([NH:36][c:33]2[cH:32][cH:31][c:30]3[n:29][cH:28][n:27][c:26]([NH2:25])[c:35]3[cH:34]2)=[O:38])[CH2:43][CH2:42][CH2:41]1. The product is Nc1ncnc2ccc(NC(=O)C3CCCN3C(=O)CNC(c3ccccc3)(c3ccccc3)c3ccccc3)cc12. The reactants are O=C(O)CNC(c1ccccc1)(c1ccccc1)c1ccccc1, ClCCCl, CN1CCOCC1, CN(C)C=O, Nc1ncnc2ccc(NC(=O)C3CCCN3)cc12, On1nnc2ccccc21. Reactants: CS(=O)(=O)OCCCn1c(=O)[nH]c2cc(Cl)ccc21, CC(=O)CC(C)C, O=C(c1ccc(F)cc1)C1CCNCC1, [Na+], [Na+], O=C([O-])[O-]. Yields the product O=C(c1ccc(F)cc1)C1CCN(CCCn2c(=O)[nH]c3cc(Cl)ccc32)CC1. RXN SMILES: [CH3:1][S:2]([O:3][CH2:6][CH2:7][CH2:8][n:9]1[c:10](=[O:19])[nH:11][c:12]2[c:13]1[cH:14][cH:15][c:16]([Cl:18])[cH:17]2)(=[O:4])=[O:5].[CH3:41][CH:42]([CH3:43])[CH2:44][C:45](=[O:46])[CH3:47].[F:20][c:21]1[cH:22][cH:23][c:24]([C:27](=[O:28])[CH:29]2[CH2:30][CH2:31][NH:32][CH2:33][CH2:34]2)[cH:25][cH:26]1.[Na+:35].[Na+:36].[O-:37][C:38](=[O:39])[O-:40]>>[CH2:6]([CH2:7][CH2:8][n:9]1[c:10](=[O:19])[nH:11][c:12]2[c:13]1[cH:14][cH:15][c:16]([Cl:18])[cH:17]2)[N:32]1[CH2:31][CH2:30][CH:29]([C:27]([c:24]2[cH:23][cH:22][c:21]([F:20])[cH:26][cH:25]2)=[O:28])[CH2:34][CH2:33]1. Starting materials: Cl (hydrochloric acid), Cl.Cl.ClCCCSC1=C(C(=NC=C1)CSC1=NC=CC=C1)C (4-(3-Chloropropylthio)-3-methyl-2-[(2-pyridinylthio)methyl]-pyridine dihydrochloride), C(C1=CC=CC=C1)N1CCNCC1 (benzylpiperazine), C([O-])([O-])=O.[K+].[K+] (potassium carbonate), [I-].[Na+] (sodium iodide). Solvent: C(C)#N (acetonitrile), O (water). The product is Cl.C(C1=CC=CC=C1)N1CCN(CC1)CCCSC1=C(C(=NC=C1)CSC1=NC=CC=C1)C (4-[3-(4-Benzyl-1-piperazinyl)propylthio]-3-methyl-2-[(2-pyridinylthio)methyl]pyridine hydrochloride salt). Isolated yield 81.0%. RXN SMILES: Cl.Cl.[Cl:3][CH2:4][CH2:5][CH2:6][S:7][C:8]1[CH:13]=[CH:12][N:11]=[C:10]([CH2:14][S:15][C:16]2[CH:21]=[CH:20][CH:19]=[CH:18][N:17]=2)[C:9]=1[CH3:22].[CH2:23]([N:30]1[CH2:35][CH2:34][NH:33][CH2:32][CH2:31]1)[C:24]1[CH:29]=[CH:28][CH:27]=[CH:26][CH:25]=1.C(=O)([O-])[O-].[K+].[K+].[I-].[Na+].Cl>C(#N)C.O>[ClH:3].[CH2:23]([N:30]1[CH2:35][CH2:34][N:33]([CH2:4][CH2:5][CH2:6][S:7][C:8]2[CH:13]=[CH:12][N:11]=[C:10]([CH2:14][S:15][C:16]3[CH:21]=[CH:20][CH:19]=[CH:18][N:17]=3)[C:9]=2[CH3:22])[CH2:32][CH2:31]1)[C:24]1[CH:25]=[CH:26][CH:27]=[CH:28][CH:29]=1 |f:0.1.2,4.5.6,7.8,12.13|. Reported procedure: 4-(3-Chloropropylthio)-3-methyl-2-[(2-pyridinylthio)methyl]-pyridine dihydrochloride (0.59 g; 1.5 mmol) is stirred at 100° C. for 24 h in acetonitrile (10 ml) with benzylpiperazine (2.0 mmol) with addition of potassium carbonate (7.5 mmol) and catalytic amounts of sodium iodide. After addition of water, the mixture is extracted with dichloromethane (2×10 ml), the combined organic phases are washed with water, dried and concentrated, and the crude product (yellow oil) is chromatographed on silica... Starting materials: C(C)OC(CN(CC1=CC=C(C=C1)N1N=CN=C1)S(=O)(=O)C1=CC=C(C=C1)OCCC=C)=O ([(4-but-3-enyloxy-benzensulfonyl)-(4-[1,2,4] triazol-1-yl-benzyl)-amino]-acetic acid ethyl ester), O.[OH-].[Li+] (lithum hydroxide monohydrate), Cl (hydrochloride). Run in C1CCOC1 (THF), CO (MeOH). Reaction conditions: time 3.5 hour. Yields the product C(CC=C)OC1=CC=C(C=C1)S(=O)(=O)N(CC1=CC=C(C=C1)N1N=CN=C1)CC(=O)O ([(4-but-3-enyloxy-benzensulfonyl)-(4-[1,2,4]triazol-1-yl-benzyl)-amino]-acetic acid). RXN SMILES: C([O:3][C:4](=[O:33])[CH2:5][N:6]([S:19]([C:22]1[CH:27]=[CH:26][C:25]([O:28][CH2:29][CH2:30][CH:31]=[CH2:32])=[CH:24][CH:23]=1)(=[O:21])=[O:20])[CH2:7][C:8]1[CH:13]=[CH:12][C:11]([N:14]2[CH:18]=[N:17][CH:16]=[N:15]2)=[CH:10][CH:9]=1)C.O.[OH-].[Li+].Cl>C1COCC1.CO>[CH2:29]([O:28][C:25]1[CH:24]=[CH:23][C:22]([S:19]([N:6]([CH2:5][C:4]([OH:33])=[O:3])[CH2:7][C:8]2[CH:13]=[CH:12][C:11]([N:14]3[CH:18]=[N:17][CH:16]=[N:15]3)=[CH:10][CH:9]=2)(=[O:21])=[O:20])=[CH:27][CH:26]=1)[CH2:30][CH:31]=[CH2:32] |f:1.2.3|. Procedure details: To a solution of 3.61 g (7.67 mmol) of [(4-but-3-enyloxy-benzensulfonyl)-(4-[1,2,4] triazol-1-yl-benzyl)-amino]-acetic acid ethyl ester in 38 ml of THF and 38 ml of MeOH, 0.966 g (23 mmol) of lithum hydroxide monohydrate and 4 ml of H 20 are added at 0–5° C. After being stirred for 3.5 h, the reaction mixture is acidified with 2 N aqueous hydrochloride at 0–5° C. and concentrated under reduced pressure to give [(4-but-3-enyloxy-benzensulfonyl)-(4-[1,2,4]triazol-1-yl-benzyl)-amino]-acetic acid as... The reactants are C(C1=CC=CC=C1)OC(=O)N1CCN(CC1)C(=O)C(C)(C)NC(=O)C/C=C/C1=CC=C(C=C1)C#CC1=C2C(=NNC2=CC=C1)O[C@H]1[C@H](OC(C(C)(C)C)=O)[C@@H](OC(C(C)(C)C)=O)[C@H](OC(C(C)(C)C)=O)[C@H](O1)COC(C(C)(C)C)=O (4-[2-(4-{(E)-3-[1-{[4-(benzyloxy-carbonyl)piperazin-1-yl]carbonyl}-1-(methyl)ethyl-carbamoyl]prop-1-enyl}phenyl)ethynyl]-3-(2,3,4,6-tetra-O-pivaloyl-β-D-glucopyranosyloxy)-1H-indazole), BrCC(=O)N (2-bromoacetoamide), C([O-])([O-])=O.[Cs+].[Cs+] (cesium carbonate), [I-].[Na+] (sodium iodide). The solvent is CC(=O)C (acetone), C(C)OCC (diethyl ether). Yields the product C(C1=CC=CC=C1)OC(=O)N1CCN(CC1)C(=O)C(C)(C)NC(=O)C/C=C/C1=CC=C(C=C1)C#CC1=C2C(=NN(C2=CC=C1)CC(N)=O)O[C@H]1[C@H](OC(C(C)(C)C)=O)[C@@H](OC(C(C)(C)C)=O)[C@H](OC(C(C)(C)C)=O)[C@H](O1)COC(C(C)(C)C)=O (4-[2-(4-{(E)-3-[1-{[4-(benzyloxycarbonyl)piperazin-1-yl]carbonyl}-1-(methyl)ethylcarbamoyl]prop-1-enyl}-phenyl)ethynyl]-1-carbamoylmethyl-3-(2,3,4,6-tetra-O-pivaloyl-β-D-glucopyranosyloxy)-1H-indazole). The yield is 70.3%. Reaction SMILES: [CH2:1]([O:8][C:9]([N:11]1[CH2:16][CH2:15][N:14]([C:17]([C:19]([NH:22][C:23]([CH2:25]/[CH:26]=[CH:27]/[C:28]2[CH:33]=[CH:32][C:31]([C:34]#[C:35][C:36]3[CH:44]=[CH:43][CH:42]=[C:41]4[C:37]=3[C:38]([O:45][C@@H:46]3[O:72][C@H:71]([CH2:73][O:74][C:75](=[O:80])[C:76]([CH3:79])([CH3:78])[CH3:77])[C@@H:63]([O:64][C:65](=[O:70])[C:66]([CH3:69])([CH3:68])[CH3:67])[C@H:55]([O:56][C:57](=[O:62])[C:58]([CH3:61])([CH3:60])[CH3:59])[C@H:47]3[O:48][C:49](=[O:54])[C:50]([CH3:53])([CH3:52])[CH3:51])=[N:39][NH:40]4)=[CH:30][CH:29]=2)=[O:24])([CH3:21])[CH3:20])=[O:18])[CH2:13][CH2:12]1)=[O:10])[C:2]1[CH:7]=[CH:6][CH:5]=[CH:4][CH:3]=1.Br[CH2:82][C:83]([NH2:85])=[O:84].C(=O)([O-])[O-].[Cs+].[Cs+].[I-].[Na+]>CC(C)=O.C(OCC)C>[CH2:1]([O:8][C:9]([N:11]1[CH2:16][CH2:15][N:14]([C:17]([C:19]([NH:22][C:23]([CH2:25]/[CH:26]=[CH:27]/[C:28]2[CH:29]=[CH:30][C:31]([C:34]#[C:35][C:36]3[CH:44]=[CH:43][CH:42]=[C:41]4[C:37]=3[C:38]([O:45][C@@H:46]3[O:72][C@H:71]([CH2:73][O:74][C:75](=[O:80])[C:76]([CH3:79])([CH3:78])[CH3:77])[C@@H:63]([O:64][C:65](=[O:70])[C:66]([CH3:69])([CH3:68])[CH3:67])[C@H:55]([O:56][C:57](=[O:62])[C:58]([CH3:59])([CH3:60])[CH3:61])[C@H:47]3[O:48][C:49](=[O:54])[C:50]([CH3:53])([CH3:52])[CH3:51])=[N:39][N:40]4[CH2:82][C:83](=[O:84])[NH2:85])=[CH:32][CH:33]=2)=[O:24])([CH3:20])[CH3:21])=[O:18])[CH2:13][CH2:12]1)=[O:10])[C:2]1[CH:3]=[CH:4][CH:5]=[CH:6][CH:7]=1 |f:2.3.4,5.6|. Procedure: To a solution of 4-[2-(4-{(E)-3-[1-{[4-(benzyloxy-carbonyl)piperazin-1-yl]carbonyl}-1-(methyl)ethyl-carbamoyl]prop-1-enyl}phenyl)ethynyl]-3-(2,3,4,6-tetra-O-pivaloyl-β-D-glucopyranosyloxy)-1H-indazole (73 mg) in acetone (4 mL) were added 2-bromoacetoamide (18 mg), cesium carbonate (54 mg) and a catalytic amount of sodium iodide, and the mixture was stirred at room temperature for 5 hours. The reaction mixture was diluted with diethyl ether, and the resulting mixture was washed with water twice a... The reactants are COC(C1=C(C(=CC(=C1)Br)C)N(S(=O)(=O)C1=CC=C(C=C1)OC)CC1=CC=CC=C1)=O (2-[Benzyl-(4-methoxy-benzenesulfonyl)-amino]-5-bromo-3-methyl-benzoic acid methyl ester), C[Si](C)(C)C#C (trimetylsilyl acetylene). Reagents/catalysts: C1=CC=C(C=C1)P(C2=CC=CC=C2)C3=CC=CC=C3.C1=CC=C(C=C1)P(C2=CC=CC=C2)C3=CC=CC=C3.Cl[Pd]Cl (bis(triphenylphosphine)palladium(II)dichloride), [Cu]I (copper(I)iodide). Solvent: CN(C)C=O (DMF), C(C)N(CC)CC (triethylamine), CCOCC (ether). Reaction conditions: time 1 hour. Product: COC(C1=C(C(=CC(=C1)C#C)C)N(S(=O)(=O)C1=CC=C(C=C1)OC)CC1=CC=CC=C1)=O (2-[Benzyl-(4-methoxy-benzenesulfonyl)-amino]-5-ethynyl-3-methyl-benzoic acid methyl ester). The yield is 80.0%. As a reaction SMILES: [CH3:1][O:2][C:3](=[O:31])[C:4]1[CH:9]=[C:8](Br)[CH:7]=[C:6]([CH3:11])[C:5]=1[N:12]([CH2:24][C:25]1[CH:30]=[CH:29][CH:28]=[CH:27][CH:26]=1)[S:13]([C:16]1[CH:21]=[CH:20][C:19]([O:22][CH3:23])=[CH:18][CH:17]=1)(=[O:15])=[O:14].C[Si]([C:36]#[CH:37])(C)C>CN(C=O)C.C(N(CC)CC)C.CCOCC.C1C=CC(P(C2C=CC=CC=2)C2C=CC=CC=2)=CC=1.C1C=CC(P(C2C=CC=CC=2)C2C=CC=CC=2)=CC=1.Cl[Pd]Cl.[Cu]I>[CH3:1][O:2][C:3](=[O:31])[C:4]1[CH:9]=[C:8]([C:36]#[CH:37])[CH:7]=[C:6]([CH3:11])[C:5]=1[N:12]([CH2:24][C:25]1[CH:30]=[CH:29][CH:28]=[CH:27][CH:26]=1)[S:13]([C:16]1[CH:21]=[CH:20][C:19]([O:22][CH3:23])=[CH:18][CH:17]=1)(=[O:15])=[O:14] |f:5.6.7|. Reported procedure: To a solution of 0.277 g (0.50 mmol) of the product of Example 11 in 2.0 mL of DMF and 2.0 mL of triethylamine was added 0.39 mL (0.2.748 mmol) of trimetylsilyl acetylene, 19 mg (0.027 mmol) of bis(triphenylphosphine)palladium(II)dichloride and 2.6 mg of copper(I)iodide. The reaction mixture was then heated to 65 degrees for 2 h and then cooled to room temperature and diluted with ether. The organics were washed with 5% Hcl solution, water and brine, dried over MgSO4, filtered and concentrated i...